From a dataset of the Open Reaction Database (ORD), a public repository of structured organic reaction records. describe an organic reaction: reactants, conditions, products, and yield Starting materials: CCc1nc2ccc(F)c(F)c2c(OC(=O)C2CC2)c1C, CO, Cl, [Na+], [OH-], O. The product is CCc1nc2ccc(F)c(F)c2c(O)c1C. As a reaction SMILES: [CH2:1]([CH3:2])[c:3]1[n:4][c:5]2[cH:6][cH:7][c:8]([F:21])[c:9]([F:20])[c:10]2[c:11]([O:14][C:15]([CH:16]2[CH2:17][CH2:18]2)=[O:19])[c:12]1[CH3:13].[CH3:25][OH:26].[ClH:24].[Na+:23].[OH-:22].[OH2:27]>>[CH2:1]([CH3:2])[c:3]1[n:4][c:5]2[cH:6][cH:7][c:8]([F:21])[c:9]([F:20])[c:10]2[c:11]([OH:14])[c:12]1[CH3:13]. Run in CC(=O)C (acetone), CN(C)C=O (DMF). Product: COC(CN(C1=CC(=CC(=C1)OCC1=NC2=CC=CC=C2C=C1)OCCCCCCCCCCCCCCCCCC)CC(=O)OC)=O (N-(2-methoxy-2-oxoethyl)-N-[3-(octadecyloxy)-5-[(2-quinolinyl)methoxy]phenyl]glycine methyl ester). As a reaction SMILES: [CH3:1][O:2][C:3](=[O:37])[CH2:4][N:5]([C:11]1[CH:16]=[C:15]([O:17][CH2:18][CH2:19][CH2:20][CH2:21][CH2:22][CH2:23][CH2:24][CH2:25][CH2:26][CH2:27][CH2:28][CH2:29][CH2:30][CH2:31][CH2:32][CH2:33][CH2:34][CH3:35])[CH:14]=[C:13]([OH:36])[CH:12]=1)[CH2:6][C:7]([O:9][CH3:10])=[O:8].Cl.Cl[CH2:40][C:41]1[CH:50]=[CH:49][C:48]2[C:43](=[CH:44][CH:45]=[CH:46][CH:47]=2)[N:42]=1.C(=O)([O-])[O-].[K+].[K+].[I-].[Na+]>CC(C)=O.CN(C=O)C>[CH3:1][O:2][C:3](=[O:37])[CH2:4][N:5]([CH2:6][C:7]([O:9][CH3:10])=[O:8])[C:11]1[CH:12]=[C:13]([O:36][CH2:40][C:41]2[CH:50]=[CH:49][C:48]3[C:43](=[CH:44][CH:45]=[CH:46][CH:47]=3)[N:42]=2)[CH:14]=[C:15]([O:17][CH2:18][CH2:19][CH2:20][CH2:21][CH2:22][CH2:23][CH2:24][CH2:25][CH2:26][CH2:27][CH2:28][CH2:29][CH2:30][CH2:31][CH2:32][CH2:33][CH2:34][CH3:35])[CH:16]=1 |f:1.2,3.4.5,6.7|. Starting materials: COC(CN(CC(=O)OC)C1=CC(=CC(=C1)OCCCCCCCCCCCCCCCCCC)O)=O (N-[3-hydroxy-5-(octadecyloxy)phenyl]-N-(2-methoxy-2-oxoethyl)glycine methyl ester), Cl.ClCC1=NC2=CC=CC=C2C=C1 (2-(chloromethyl)quinoline hydrochloride), C([O-])([O-])=O.[K+].[K+] (potassium carbonate), [I-].[Na+] (sodium iodide). Procedure: A mixture of 1.5 g (2.9 mmol) of N-[3-hydroxy-5-(octadecyloxy)phenyl]-N-(2-methoxy-2-oxoethyl)glycine methyl ester, 0.935 g (4.35 mmol) of 2-(chloromethyl)quinoline hydrochloride (Lancaster Organic Research Chemicals), 2.0 g (14.5 mmol) of potassium carbonate and 0.435 g (2.9 mmol) of sodium iodide in 100 ml of acetone and 20 ml of DMF was stirred at reflux under argon for 24 hours. The solvents were removed at reduced pressure and the residue was treated with water and the product was extracted... Isolated yield 78.0%. Starting materials: ClC1=CC=C2C(NC(NC2=C1)=O)=O (7-chloro-2,4-dioxo-1,2,3,4-tetrahydroquinazoline), ClC1=CC=C2C(=NC(=NC2=C1)O[Si](C)(C)C)O[Si](C)(C)C (7-chloro-2,4-bis(trimethylsilyloxy)quinazoline), ClCC(=O)OCC (ethyl chloroacetate), Br[Si](C)(C)C (bromotrimethylsilane). Run in C1(OCC(C)O1)=O (propylene carbonate). Reaction conditions: time 8 hour. Product: ClC1=CC=C2C(NC(N(C2=C1)CC(=O)OCC)=O)=O (ethyl 2-(7-chloro-2,4-dioxo-1,2,3,4-tetrahydroquinazolin-1-yl)acetate). The yield is 97.0%. Reaction SMILES: [Cl:1][C:2]1[CH:11]=[C:10]2[C:5]([C:6](=[O:13])[NH:7][C:8](=[O:12])[NH:9]2)=[CH:4][CH:3]=1.ClC1C=C2C(C(O[Si](C)(C)C)=NC(O[Si](C)(C)C)=N2)=CC=1.Cl[CH2:36][C:37]([O:39][CH2:40][CH3:41])=[O:38].Br[Si](C)(C)C>C1(=O)OC(C)CO1>[Cl:1][C:2]1[CH:11]=[C:10]2[C:5]([C:6](=[O:13])[NH:7][C:8](=[O:12])[N:9]2[CH2:36][C:37]([O:39][CH2:40][CH3:41])=[O:38])=[CH:4][CH:3]=1. Procedure: As in Example 1, 7-chloro-2,4-dioxo-1,2,3,4-tetrahydroquinazoline (20 g) was silylated and the toluene was distilled off to give a concentrate containing 7-chloro-2,4-bis(trimethylsilyloxy)quinazoline. To this concentrate were added propylene carbonate (40 ml), ethyl chloroacetate (16.21 g) and bromotrimethylsilane (3.11 g), and the reaction was carried out at an internal temperature of 125˜140° C. for 8 hours. This reaction mixture was cooled to ≦70° C. and worked up as in Example 1 to provide ...